Dataset: the Open Reaction Database (ORD), a public repository of structured organic reaction records. Task: describe an organic reaction: reactants, conditions, products, and yield Starting materials: O[C@H]1C=C(C(C1)=O)CCCCCCC(=O)O (7-(3(R)-hydroxy-5-oxocyclopent-1-en-1-yl)heptanoic acid), C1=CC=CC=C1 (benzene), C1(=CC=C(C=C1)S(=O)(=O)O)C (p-toluenesulfonic acid), O1CCCC=C1 (dihydropyran). The solvent is C(C)(=O)OCC (ethyl acetate). Conditions: time 24 hour. Product: O1C(CCCC1)O[C@H]1C=C(C(C1)=O)CCCCCCC(=O)OC1OCCCC1 (tetrahydropyran-2-yl 7-(3(R)-tetrahydropyran-2-yloxy-5-oxocyclopent-1-en-1-yl)-heptanoate). As a reaction SMILES: [OH:1][C@@H:2]1[CH2:6][C:5](=[O:7])[C:4]([CH2:8][CH2:9][CH2:10][CH2:11][CH2:12][CH2:13][C:14]([OH:16])=[O:15])=[CH:3]1.[CH:17]1[CH:22]=[CH:21][CH:20]=[CH:19]C=1.C1(C)C=CC(S(O)(=O)=[O:30])=CC=1.[O:34]1[CH:39]=[CH:38][CH2:37][CH2:36][CH2:35]1>C(OCC)(=O)C>[O:34]1[CH2:35][CH2:36][CH2:37][CH2:38][CH:39]1[O:1][C@@H:2]1[CH2:6][C:5](=[O:7])[C:4]([CH2:8][CH2:9][CH2:10][CH2:11][CH2:12][CH2:13][C:14]([O:16][CH:19]2[CH2:20][CH2:21][CH2:22][CH2:17][O:30]2)=[O:15])=[CH:3]1. Procedure: To a solution of 1.70 parts of 7-(3(R)-hydroxy-5-oxocyclopent-1-en-1-yl)heptanoic acid in 12 parts by volume of dry benzene is added 0.005 part of p-toluenesulfonic acid and 3.40 parts of dihydropyran. The reaction mixture is allowed to stand at room temperature for about 24 hours. The resulting solution is diluted with ethyl acetate, washed with water, dried over anhydrous sodium sulfate, and stripped of solvent under reduced pressure to afford tetrahydropyran-2-yl 7-(3(R)-tetrahydropyran-2-ylo... The yield is 47.2%. Reaction SMILES: [NH:1]1[CH2:5][CH2:4][CH2:3][C:2]1=[O:6].[H-].[Na+].Cl[C:10]1[C:15]2[CH:16]=[C:17]([N+:20]([O-:22])=[O:21])[CH:18]=[CH:19][C:14]=2[O:13][C:12]([CH2:25][F:26])([CH2:23][F:24])[N:11]=1>CN(C)C=O>[F:26][CH2:25][C:12]1([CH2:23][F:24])[N:11]=[C:10]([N:1]2[CH2:5][CH2:4][CH2:3][C:2]2=[O:6])[C:15]2[CH:16]=[C:17]([N+:20]([O-:22])=[O:21])[CH:18]=[CH:19][C:14]=2[O:13]1 |f:1.2|. Run at time 20 minute. Starting materials: ClC1=NC(OC2=C1C=C(C=C2)[N+](=O)[O-])(CF)CF (4-chloro-2,2-bisfluoromethyl-6-nitro-2H-1,3-benzoxazine), N1C(CCC1)=O (2-pyrrolidinone), [H-].[Na+] (sodium hydride). Yields the product FCC1(OC2=C(C(=N1)N1C(CCC1)=O)C=C(C=C2)[N+](=O)[O-])CF (2,2-bisfluoromethyl-6-nitro-4-(2-oxo-1-pyrrolidinyl)-2H-1,3-benzoxazine). Reported procedure: In 1 ml of N,N-dimethylformamide was dissolved 62 mg of 2-pyrrolidinone and 35 mg of sodium hydride (60%) was added thereto under nitrogen stream. The mixture was stirred at room temperature for 20 minutes and 90 mg of 4-chloro-2,2-bisfluoromethyl-6-nitro-2H-1,3-benzoxazine dissolved in 2 ml of N,N-dimethylformamide was added thereto. The mixture was stirred at 45°-55° C. for 5 hours. After addition of saturated saline solution, the mixture was extracted with ethyl acetate. The organic layer was... The solvent is CN(C=O)C (N,N-dimethylformamide), CN(C=O)C (N,N-dimethylformamide). The reactants are [OH-].[Na+] (sodium hydroxide), C(CCC)OC1=C(C=CC(=C1)\C=C(\C(=O)OC)/OC)C1=CC(=CC=C1)N(C(=O)NCCCCC)C (methyl (Z)-3-[2-butoxy-3′-(1-methyl-3-pentylureido)biphenyl-4-yl]-2-methoxyacrylate), O1CCCC1 (tetrahydrofuran), Cl (hydrochloric acid), O (water). The solvent is C(C)(=O)OCC (ethyl acetate). Run at temperature 68 celsius, time 6 hour. The product is C(CCC)OC1=C(C=CC(=C1)\C=C(\C(=O)O)/OC)C1=CC(=CC=C1)N(C(=O)NCCCCCCC)C ((Z)-3-[2-butoxy-3′-(1-methyl-3-heptylureido)biphenyl-4-yl]-2-methoxyacrylic acid). Isolated yield 78.0%. RXN SMILES: [OH-].[Na+].[CH2:3]([O:7][C:8]1[CH:13]=[C:12](/[CH:14]=[C:15](\[O:20][CH3:21])/[C:16]([O:18]C)=[O:17])[CH:11]=[CH:10][C:9]=1[C:22]1[CH:27]=[CH:26][CH:25]=[C:24]([N:28]([CH3:37])[C:29]([NH:31][CH2:32][CH2:33][CH2:34][CH2:35][CH3:36])=[O:30])[CH:23]=1)[CH2:4][CH2:5][CH3:6].Cl.O.O1CC[CH2:42][CH2:41]1>C(OCC)(=O)C>[CH2:3]([O:7][C:8]1[CH:13]=[C:12](/[CH:14]=[C:15](\[O:20][CH3:21])/[C:16]([OH:18])=[O:17])[CH:11]=[CH:10][C:9]=1[C:22]1[CH:27]=[CH:26][CH:25]=[C:24]([N:28]([CH3:37])[C:29]([NH:31][CH2:32][CH2:33][CH2:34][CH2:35][CH2:36][CH2:41][CH3:42])=[O:30])[CH:23]=1)[CH2:4][CH2:5][CH3:6] |f:0.1|. Reported procedure: 1.3 mL (1.3 mmol) of aqueous 1 M sodium hydroxide solution are added to a solution of 0.44 g (0.86 mmol) of methyl (Z)-3-[2-butoxy-3′-(1-methyl-3-pentylureido)biphenyl-4-yl]-2-methoxyacrylate in 10 mL of tetrahydrofuran. The reaction mixture is stirred at 68° C. for 6 hours. After cooling, the reaction is worked up by addition of 3 mL (3 mmol) of aqueous 1 M hydrochloric acid solution and 10 mL of water and extraction with ethyl acetate. The organic phases are combined, washed with saturated sod... Starting materials: COc1ccc(-c2nn(C3CCCCO3)c3ccc(C#N)cc23)cc1, CCOC(C)=O, Cl, C1COCCO1, O. The product is COc1ccc(-c2n[nH]c3ccc(C#N)cc23)cc1. RXN SMILES: [CH3:1][O:2][c:3]1[cH:4][cH:5][c:6](-[c:9]2[n:10][n:11]([CH:20]3[CH2:21][CH2:22][CH2:23][CH2:24][O:25]3)[c:12]3[cH:13][cH:14][c:15]([C:18]#[N:19])[cH:16][c:17]23)[cH:7][cH:8]1.[CH3:34][CH2:35][O:36][C:37]([CH3:38])=[O:39].[ClH:32].[O:26]1[CH2:27][CH2:28][O:29][CH2:30][CH2:31]1.[OH2:33]>>[CH3:1][O:2][c:3]1[cH:4][cH:5][c:6](-[c:9]2[n:10][nH:11][c:12]3[cH:13][cH:14][c:15]([C:18]#[N:19])[cH:16][c:17]23)[cH:7][cH:8]1. Starting materials: COC1=CC=C(C=C1)N1CCN(CC1)CCC1=CC=CC=C1 (1-(4-methoxyphenyl)-4-phenethylpiperazine), C(O)([O-])=O.[Na+] (sodium hydrogencarbonate). Solvent: ClCCCl (1,2-dichloroethane), B(Br)(Br)Br (boron tribromide). Reaction conditions: time 3 hour. The product is C(CC1=CC=CC=C1)N1CCN(CC1)C1=CC=C(C=C1)O (4-(4-phenethylpiperazin-1-yl)phenol). Isolated yield 17.8%. RXN SMILES: C[O:2][C:3]1[CH:8]=[CH:7][C:6]([N:9]2[CH2:14][CH2:13][N:12]([CH2:15][CH2:16][C:17]3[CH:22]=[CH:21][CH:20]=[CH:19][CH:18]=3)[CH2:11][CH2:10]2)=[CH:5][CH:4]=1.C(=O)([O-])O.[Na+]>ClCCCl.B(Br)(Br)Br>[CH2:15]([N:12]1[CH2:11][CH2:10][N:9]([C:6]2[CH:5]=[CH:4][C:3]([OH:2])=[CH:8][CH:7]=2)[CH2:14][CH2:13]1)[CH2:16][C:17]1[CH:18]=[CH:19][CH:20]=[CH:21][CH:22]=1 |f:1.2|. Procedure details: To a solution of 1-(4-methoxyphenyl)-4-phenethylpiperazine (165 mg) in 1,2-dichloroethane (1.5 mL), boron tribromide (132 μL) was added under cooling with ice. The temperature was raised to the ambient level, followed by 3 hours' stirring. The reaction mixture was poured in saturated saline solution, rendered weakly alkaline with saturated aqueous sodium hydrogencarbonate solution, and the product was extracted with ethyl acetate. The organic layer was washed with saturated saline solution and d... Starting materials: ClC1=C(C(=CC(=C1)OC=1C=CC2=C(N(N=N2)C(C=O)C)C1)F)C(F)(F)F (6-[(2-chloro-α,α,α,6-tetrafluoro-p-tolyl) oxy]-α-methyl-1H-benzotriazole-1-acetaldehyde), Cl.NNC(=O)N (semicarbazide hydrochloride), C(C)(=O)[O-].[Na+] (sodium acetate). The solvent is C(C)O (ethanol). Yields the product ClC1=C(C(=CC(=C1)OC=1C=CC2=C(N(N=N2)C(C=NNC(=O)N)C)C1)F)C(F)(F)F (6-[(2-chloro-α,α,α,6-tetrafluoro-p-tolyl)oxy]-α-methyl-1H-benzotriazole-1-acetaldehyde semicarbazone). RXN SMILES: [Cl:1][C:2]1[CH:7]=[C:6]([O:8][C:9]2[CH:10]=[CH:11][C:12]3[N:16]=[N:15][N:14]([CH:17]([CH3:20])[CH:18]=O)[C:13]=3[CH:21]=2)[CH:5]=[C:4]([F:22])[C:3]=1[C:23]([F:26])([F:25])[F:24].Cl.[NH2:28][NH:29][C:30]([NH2:32])=[O:31].C([O-])(=O)C.[Na+]>C(O)C>[Cl:1][C:2]1[CH:7]=[C:6]([O:8][C:9]2[CH:10]=[CH:11][C:12]3[N:16]=[N:15][N:14]([CH:17]([CH3:18])[CH:20]=[N:28][NH:29][C:30]([NH2:32])=[O:31])[C:13]=3[CH:21]=2)[CH:5]=[C:4]([F:22])[C:3]=1[C:23]([F:26])([F:25])[F:24] |f:1.2,3.4|. Reported procedure: A mixture of 6-[(2-chloro-α,α,α,6-tetrafluoro-p-tolyl) oxy]-α-methyl-1H-benzotriazole-1-acetaldehyde (0.0295 mole), semicarbazide hydrochloride (4.0 g, 0.035 mole), and sodium acetate (5.8 g, 0.071 mole) in aqueous ethanol is heated to reflux temperature, cooled and filtered. The solid filter cake is recrystallized from ethanol to give the title compound as a solid, mp 170°-171° C., identified by elemental and NMR analyses. Reactants: COc1nc(Br)ccc1-n1cnc(C)c1, C=CC(=O)NNC(=O)OC(C)(C)C, CCN(C(C)C)C(C)C, CC(=O)[O-], CC(=O)[O-], CN(C)C=O, [Pd+2], Cc1ccccc1P(c1ccccc1C)c1ccccc1C. RXN SMILES: [Br:1][c:2]1[cH:3][cH:4][c:5](-[n:10]2[cH:11][n:12][c:13]([CH3:15])[cH:14]2)[c:6]([O:8][CH3:9])[n:7]1.[C:16]([CH:17]=[CH2:18])(=[O:19])[NH:20][NH:21][C:22](=[O:23])[O:24][C:25]([CH3:26])([CH3:27])[CH3:28].[CH:51]([N:52]([CH2:53][CH3:54])[CH:55]([CH3:56])[CH3:57])([CH3:58])[CH3:59].[O-:61][C:62]([CH3:63])=[O:64].[O-:65][C:66]([CH3:67])=[O:68].[O:69]=[CH:70][N:71]([CH3:72])[CH3:73].[Pd+2:60].[c:29]1([CH3:30])[cH:31][cH:32][cH:33][cH:34][c:35]1[P:36]([c:37]1[cH:38][cH:39][cH:40][cH:41][c:42]1[CH3:43])[c:44]1[cH:45][cH:46][cH:47][cH:48][c:49]1[CH3:50]>>[c:2]1([CH:18]=[CH:17][C:16](=[O:19])[NH:20][NH:21][C:22](=[O:23])[O:24][C:25]([CH3:26])([CH3:27])[CH3:28])[cH:3][cH:4][c:5](-[n:10]2[cH:11][n:12][c:13]([CH3:15])[cH:14]2)[c:6]([O:8][CH3:9])[n:7]1. Product: COc1nc(C=CC(=O)NNC(=O)OC(C)(C)C)ccc1-n1cnc(C)c1. Starting materials: CC1CCN(Cc2ccccc2)CC1N, CC(C)O, CCN(C(C)C)C(C)C, O=[N+]([O-])c1cnc2c(ccn2S(=O)(=O)c2ccccc2)c1Cl. The product is CC1CCN(Cc2ccccc2)CC1Nc1c([N+](=O)[O-])cnc2c1ccn2S(=O)(=O)c1ccccc1. RXN SMILES: [CH2:23]([c:24]1[cH:25][cH:26][cH:27][cH:28][cH:29]1)[N:30]1[CH2:31][CH:32]([NH2:37])[CH:33]([CH3:36])[CH2:34][CH2:35]1.[CH3:47][CH:48]([OH:49])[CH3:50].[CH:38]([N:39]([CH:40]([CH3:41])[CH3:42])[CH2:43][CH3:44])([CH3:45])[CH3:46].[c:1]1([S:7](=[O:8])(=[O:9])[n:10]2[cH:11][cH:12][c:13]3[c:14]2[n:15][cH:16][c:17]([N+:20](=[O:21])[O-:22])[c:18]3[Cl:19])[cH:2][cH:3][cH:4][cH:5][cH:6]1>>[c:1]1([S:7](=[O:8])(=[O:9])[n:10]2[cH:11][cH:12][c:13]3[c:14]2[n:15][cH:16][c:17]([N+:20](=[O:21])[O-:22])[c:18]3[NH:37][CH:32]2[CH2:31][N:30]([CH2:23][c:24]3[cH:25][cH:26][cH:27][cH:28][cH:29]3)[CH2:35][CH2:34][CH:33]2[CH3:36])[cH:2][cH:3][cH:4][cH:5][cH:6]1. Reactants: CN(C)C=O, ClC(Cl)Cl, O=C(Cl)C(=O)Cl, O=C(O)c1cccc(CN2C(=O)C3(COc4cc5c(cc43)OCCO5)c3ccccc32)c1. As a reaction SMILES: [CH3:39][N:40]([CH3:41])[CH:42]=[O:43].[CH:44]([Cl:45])([Cl:46])[Cl:47].[Cl:33][C:34]([C:35]([Cl:36])=[O:37])=[O:38].[O:1]=[C:2]1[N:3]([CH2:23][c:24]2[cH:25][c:26]([C:27](=[O:28])[OH:29])[cH:30][cH:31][cH:32]2)[c:4]2[cH:5][cH:6][cH:7][cH:8][c:9]2[C:10]12[CH2:11][O:12][c:13]1[cH:14][c:15]3[c:16]([cH:21][c:22]12)[O:17][CH2:18][CH2:19][O:20]3>>[O:1]=[C:2]1[N:3]([CH2:23][c:24]2[cH:25][c:26]([C:27](=[O:28])[NH2:40])[cH:30][cH:31][cH:32]2)[c:4]2[cH:5][cH:6][cH:7][cH:8][c:9]2[C:10]12[CH2:11][O:12][c:13]1[cH:14][c:15]3[c:16]([cH:21][c:22]12)[O:17][CH2:18][CH2:19][O:20]3. The product is NC(=O)c1cccc(CN2C(=O)C3(COc4cc5c(cc43)OCCO5)c3ccccc32)c1.